Dataset: the Open Reaction Database (ORD), a public repository of structured organic reaction records. Task: describe an organic reaction: reactants, conditions, products, and yield Starting materials: C(C)(=O)C=1CCN(CC1)C(=O)OCC=C (4-acetyl-1-allyloxycarbonyl-1,2,3,6-tetrahydropyridine), FC(S(=O)(=O)O[Si](C)(C)C)(F)F (trimethylsilyl trifluoromethanesulfonate), C(C)(=O)O[C@@H]1[C@H](C(N1)=O)[C@@H](C)O[Si](C)(C)C(C)(C)C ((3R,4R)-4-acetoxy-3-[(1R)-1-t-butyldimethylsilyloxyethyl]-2-oxoazetidine), resultant mixture, C(O)([O-])=O.[Na+] (sodium hydrogen carbonate). Reagents/catalysts: [Br-].[Zn+2].[Br-] (zinc bromide). The solvent is C(C)(=O)OCC (ethyl acetate), O (water), ClCCl (dichloromethane), C(C)N(CC)CC (triethylamine), C(C)(=O)OCC (ethyl acetate). Run at time 4 hour. Yields the product C(C=C)OC(=O)N1CCC(=CC1)C(C[C@@H]1[C@H](C(N1)=O)[C@@H](C)O[Si](C)(C)C(C)(C)C)=O ((3S,4R)-4-[2-(1-allyloxycarbonyl-1,2,3,6-tetrahydropyridin-4-yl)-2-oxoethyl]-3-[(1R)-1-t-butyldimethylsilyloxyethyl]-2-oxoazetidine). Isolated yield 65.1%. Reaction SMILES: [C:1]([C:4]1[CH2:5][CH2:6][N:7]([C:10]([O:12][CH2:13][CH:14]=[CH2:15])=[O:11])[CH2:8][CH:9]=1)(=[O:3])[CH3:2].FC(F)(F)S(O[Si](C)(C)C)(=O)=O.C(O[C@H:32]1[NH:35][C:34](=[O:36])[C@@H:33]1[C@H:37]([O:39][Si:40]([C:43]([CH3:46])([CH3:45])[CH3:44])([CH3:42])[CH3:41])[CH3:38])(=O)C.C(=O)([O-])O.[Na+]>ClCCl.C(OCC)(=O)C.[Br-].[Zn+2].[Br-].O.C(N(CC)CC)C>[CH2:13]([O:12][C:10]([N:7]1[CH2:6][CH:5]=[C:4]([C:1](=[O:3])[CH2:2][C@H:32]2[NH:35][C:34](=[O:36])[C@@H:33]2[C@H:37]([O:39][Si:40]([C:43]([CH3:44])([CH3:46])[CH3:45])([CH3:42])[CH3:41])[CH3:38])[CH2:9][CH2:8]1)=[O:11])[CH:14]=[CH2:15] |f:3.4,7.8.9|. Procedure details: To a solution of 4-acetyl-1-allyloxycarbonyl-1,2,3,6-tetrahydropyridine (1.33 g) and triethylamine (1.06 ml) in dichloromethane (50 ml) was added trimethylsilyl trifluoromethanesulfonate (2.2 ml) at 0° C. After stirring for 4 hours, a solution of (3R,4R)-4-acetoxy-3-[(1R)-1-t-butyldimethylsilyloxyethyl]-2-oxoazetidine (1.82 g) and zinc bromide (1.86 g) in ethyl acetate (10 ml) was added to the mixture, and the resultant mixture was stirred for 1 hour at 0° C. The reaction mixture was taken up in... The reactants are ClCCCl, CN1CCOCC1, O=CN(CC(CC1CCCC1)C(=O)O)OCc1ccccc1, CCN(C(C)C)C(C)C, CC(C)O, Cl, Cl, Cc1nc(NN)c(F)c(N2CCOCC2C)n1, CN(C)C=O, On1nnc2cccnc21. The product is Cc1nc(NNC(=O)C(CC2CCCC2)CN(C=O)OCc2ccccc2)c(F)c(N2CCOCC2C)n1. Reaction SMILES: [CH2:72]([Cl:73])[CH2:74][Cl:75].[CH3:55][N:56]1[CH2:57][CH2:58][O:59][CH2:60][CH2:61]1.[CH:20]1([CH2:25][CH:26]([C:27](=[O:28])[OH:29])[CH2:30][N:31]([O:32][CH2:33][c:34]2[cH:35][cH:36][cH:37][cH:38][cH:39]2)[CH:40]=[O:41])[CH2:21][CH2:22][CH2:23][CH2:24]1.[CH:42]([N:43]([CH2:44][CH3:45])[CH:46]([CH3:47])[CH3:48])([CH3:49])[CH3:50].[CH:51]([OH:52])([CH3:53])[CH3:54].[ClH:1].[ClH:2].[F:3][c:4]1[c:5]([N:13]2[CH:14]([CH3:19])[CH2:15][O:16][CH2:17][CH2:18]2)[n:6][c:7]([CH3:12])[n:8][c:9]1[NH:10][NH2:11].[O:76]=[CH:77][N:78]([CH3:79])[CH3:80].[OH:62][n:63]1[c:64]2[n:65][cH:66][cH:67][cH:68][c:69]2[n:70][n:71]1>>[F:3][c:4]1[c:5]([N:13]2[CH:14]([CH3:19])[CH2:15][O:16][CH2:17][CH2:18]2)[n:6][c:7]([CH3:12])[n:8][c:9]1[NH:10][NH:11][C:27]([CH:26]([CH2:25][CH:20]1[CH2:21][CH2:22][CH2:23][CH2:24]1)[CH2:30][N:31]([O:32][CH2:33][c:34]1[cH:35][cH:36][cH:37][cH:38][cH:39]1)[CH:40]=[O:41])=[O:28]. The reactants are BrCCO[Si](C)(C)C(C)(C)C ((2-bromoethoxy)-tert-butyldimethylsilane), [H-].[Na+] (NaH), BrC1=C(N)C=CC=C1C (2-bromo-3-methylaniline). Run in C1CCOC1 (THF), C1CCOC1 (THF). Run at time 15 minute. Yields the product BrC1=C(NCCO[Si](C)(C)C(C)(C)C)C=CC=C1C (2-Bromo-N-(2-(tert-butyldimethylsilyloxy)ethyl)-3-methylaniline). RXN SMILES: [H-].[Na+].[Br:3][C:4]1[C:10]([CH3:11])=[CH:9][CH:8]=[CH:7][C:5]=1[NH2:6].Br[CH2:13][CH2:14][O:15][Si:16]([C:19]([CH3:22])([CH3:21])[CH3:20])([CH3:18])[CH3:17]>C1COCC1>[Br:3][C:4]1[C:10]([CH3:11])=[CH:9][CH:8]=[CH:7][C:5]=1[NH:6][CH2:13][CH2:14][O:15][Si:16]([C:19]([CH3:22])([CH3:21])[CH3:20])([CH3:18])[CH3:17] |f:0.1|. Procedure details: To a stirred slurry of NaH (60% in mineral oil) (0.435 mL, 10.00 mmol) in THF (5 ml) was added dropwise a solution of 2-bromo-3-methylaniline (0.625 mL, 5 mmol) in THF (1 ml). After 15 min, (2-bromoethoxy)-tert-butyldimethylsilane (1.07 mL, 5 mmol) was added and the reaction mixture was stirred for 48 h. The reaction was quenched with water, partitioned between EtOAc and aqueous saturated ammonium chloride. The aqueous layer was extracted with EtOAc and the combined organic layers were dried ove... The reactants are Cl.N=1C=CN2C1C=C(C=C2)OC2=C(C=C(C=C2)NC2=NC=NC1=CC=C(C=C21)I)C (N-(4-(imidazo[1,2-a]pyridin-7-yloxy)-3-methylphenyl)-6-iodoquinazolin-4-amine hydrochloride), CC=1N=C(SC1)N (4-methylthiazol-2-amine), CC(C)(C)[O-].[Na+] (sodium 2-methylpropan-2-olate), CC1(C2=C(C(=CC=C2)P(C3=CC=CC=C3)C4=CC=CC=C4)OC5=C(C=CC=C51)P(C6=CC=CC=C6)C7=CC=CC=C7)C (Xanthphos). The reagents and catalysts are C=1C=CC(=CC1)/C=C/C(=O)/C=C/C2=CC=CC=C2.C=1C=CC(=CC1)/C=C/C(=O)/C=C/C2=CC=CC=C2.C=1C=CC(=CC1)/C=C/C(=O)/C=C/C2=CC=CC=C2.[Pd].[Pd] (Pd2 dba3). The solvent is O (water), C(C)(=O)OCC (ethyl acetate), C1(=CC=CC=C1)C (toluene). Reaction conditions: temperature 100 celsius. Yields the product N=1C=CN2C1C=C(C=C2)OC2=C(C=C(C=C2)NC2=NC=NC1=CC=C(C=C21)NC=2SC=C(N2)C)C (N4-(4-(imidazo[1,2-a]pyridin-7-yloxy)-3-methylphenyl)-N6-(4-methylthiazol-2-yl)quinazoline-4,6-diamine). RXN SMILES: Cl.[N:2]1[CH:3]=[CH:4][N:5]2[CH:10]=[CH:9][C:8]([O:11][C:12]3[CH:17]=[CH:16][C:15]([NH:18][C:19]4[C:28]5[C:23](=[CH:24][CH:25]=[C:26](I)[CH:27]=5)[N:22]=[CH:21][N:20]=4)=[CH:14][C:13]=3[CH3:30])=[CH:7][C:6]=12.[CH3:31][C:32]1[N:33]=[C:34]([NH2:37])[S:35][CH:36]=1.CC([O-])(C)C.[Na+].CC1(C)C2C(=C(P(C3C=CC=CC=3)C3C=CC=CC=3)C=CC=2)OC2C(P(C3C=CC=CC=3)C3C=CC=CC=3)=CC=CC1=2>C1(C)C=CC=CC=1.O.C(OCC)(=O)C.C1C=CC(/C=C/C(/C=C/C2C=CC=CC=2)=O)=CC=1.C1C=CC(/C=C/C(/C=C/C2C=CC=CC=2)=O)=CC=1.C1C=CC(/C=C/C(/C=C/C2C=CC=CC=2)=O)=CC=1.[Pd].[Pd]>[N:2]1[CH:3]=[CH:4][N:5]2[CH:10]=[CH:9][C:8]([O:11][C:12]3[CH:17]=[CH:16][C:15]([NH:18][C:19]4[C:28]5[C:23](=[CH:24][CH:25]=[C:26]([NH:37][C:34]6[S:35][CH:36]=[C:32]([CH3:31])[N:33]=6)[CH:27]=5)[N:22]=[CH:21][N:20]=4)=[CH:14][C:13]=3[CH3:30])=[CH:7][C:6]=12 |f:0.1,3.4,9.10.11.12.13|. Procedure details: A solution of N-(4-(imidazo[1,2-a]pyridin-7-yloxy)-3-methylphenyl)-6-iodoquinazolin-4-amine hydrochloride (0.20 g, 0.378 mmol) and 4-methylthiazol-2-amine (0.086 g, 0.755 mmol) and sodium 2-methylpropan-2-olate (0.145 g, 1.51 mmol), Xanthphos (0.016 g, 0.028 mmol), Pd2 dba3 (0.017 g, 0.018 mmol) in toluene (3.6 mL) was degassed and sealed. After heating to 100° C. for 16 hours, the mixture was diluted with water and ethyl acetate. The resulting solid was filtered to provide the product as brown ... The reactants are Cc1ccc(-c2ccc3c(c2)C=C(C(=O)Nc2ccc(CN4CCCCC4)cc2)CC3)cc1, CI, CN(C)C=O. Product: Cc1ccc(-c2ccc3c(c2)C=C(C(=O)Nc2ccc(C[N+]4(C)CCCCC4)cc2)CC3)cc1, [I-]. RXN SMILES: [CH3:1][c:2]1[cH:3][cH:4][c:5](-[c:8]2[cH:9][cH:10][c:11]3[c:16]([cH:17]2)[CH:15]=[C:14]([C:18](=[O:19])[NH:20][c:21]2[cH:22][cH:23][c:24]([CH2:27][N:28]4[CH2:29][CH2:30][CH2:31][CH2:32][CH2:33]4)[cH:25][cH:26]2)[CH2:13][CH2:12]3)[cH:6][cH:7]1.[CH3:34][I:35].[O:36]=[CH:37][N:38]([CH3:39])[CH3:40]>>[CH3:1][c:2]1[cH:3][cH:4][c:5](-[c:8]2[cH:9][cH:10][c:11]3[c:16]([cH:17]2)[CH:15]=[C:14]([C:18](=[O:19])[NH:20][c:21]2[cH:22][cH:23][c:24]([CH2:27][N+:28]4([CH3:34])[CH2:29][CH2:30][CH2:31][CH2:32][CH2:33]4)[cH:25][cH:26]2)[CH2:13][CH2:12]3)[cH:6][cH:7]1.[I-:35]. Reactants: C1=CC(=C(C=C1N)N)O.Cl.Cl (2,4-diaminophenol.2HCl), C(C)(C)(C)C1=CC=C(C(=O)O)C=C1 (4-tert-butyl-benzoic acid), [OH-].[Na+] (NaOH). Conditions: temperature 180 celsius, time 3.5 hour. Product: C(C)(C)(C)C1=CC=C(C=C1)C=1OC2=C(N1)C=C(C=C2)N (2-(4-tert-butylphenyl)benzo[d]oxazole-5-amine). The yield is 93.9%. As a reaction SMILES: [CH:1]1[C:6]([NH2:7])=[CH:5][C:4]([NH2:8])=[C:3]([OH:9])[CH:2]=1.Cl.Cl.[C:12]([C:16]1[CH:24]=[CH:23][C:19]([C:20](O)=O)=[CH:18][CH:17]=1)([CH3:15])([CH3:14])[CH3:13].[OH-].[Na+]>>[C:12]([C:16]1[CH:17]=[CH:18][C:19]([C:20]2[O:9][C:3]3[CH:2]=[CH:1][C:6]([NH2:7])=[CH:5][C:4]=3[N:8]=2)=[CH:23][CH:24]=1)([CH3:15])([CH3:14])[CH3:13] |f:0.1.2,4.5|. Reported procedure: 8 mmol of 2,4-diaminophenol.2HCl and 8 mmol of 4-tert-butyl-benzoic acid were dissolved in 10 g of PPA, and then, the mixed solution was stirred at a temperature of 180° C. for 3 to 4 hours. After completion of the reaction, the reaction solution was cooled, neutralized with 10% NaOH, and filtered by using distilled water for recrystallization in a slow manner, thereby obtaining 2.0 g of 2-(4-tert-butylphenyl)benzo[d]oxazole-5-amine (Derivate #4) (yield: 94%). Starting materials: Intermediate 20, CN(S(=O)(=O)C1=CC(=C(C=C1)C)Br)C (N,N-dimethyl 3-bromo-4-methylbenzenesulfonamide), C(C)(C)(C)OC(COC1=C(C=C(C=C1)Cl)C#C)=O (tert-butyl(4-chloro-2-ethynylphenoxy)acetate), C(C)(C)(C)OC(COC1=C(C=C(C=C1)Cl)C#C)=O (tert-butyl(4-chloro-2-ethynylphenoxy)acetate). Yields the product C(C)(C)(C)OC(COC1=C(C=C(C=C1)Cl)C#CC1=C(C=CC(=C1)S(=O)(=O)N(C)C)C)=O (tert-butyl[4-chloro-2-({5-[(dimethylamino)sulfonyl]-2-methylphenyl]ethynyl)phenoxy}acetate). RXN SMILES: [C:1]([O:5][C:6](=[O:18])[CH2:7][O:8][C:9]1[CH:14]=[CH:13][C:12]([Cl:15])=[CH:11][C:10]=1[C:16]#[CH:17])([CH3:4])([CH3:3])[CH3:2].[CH3:19][N:20]([CH3:32])[S:21]([C:24]1[CH:29]=[CH:28][C:27]([CH3:30])=[C:26](Br)[CH:25]=1)(=[O:23])=[O:22]>>[C:1]([O:5][C:6](=[O:18])[CH2:7][O:8][C:9]1[CH:14]=[CH:13][C:12]([Cl:15])=[CH:11][C:10]=1[C:16]#[C:17][C:26]1[CH:25]=[C:24]([S:21]([N:20]([CH3:32])[CH3:19])(=[O:22])=[O:23])[CH:29]=[CH:28][C:27]=1[CH3:30])([CH3:4])([CH3:3])[CH3:2]. Procedure: Following the general method as outlined in Intermediate 20, starting from (4-chloro-2-ethynyl-phenoxy)-acetic acid tert-butyl ester (Intermediate 3) and N,N-dimethyl 3-bromo-4-methylbenzenesulfonamide (Combiblocks), the title compound was obtained as an orange sticky solid after purification by flash column chromatography (silica), eluting with cyclohexane containing increasing amounts of EtOAc.